From a dataset of the Open Reaction Database (ORD), a public repository of structured organic reaction records. describe an organic reaction: reactants, conditions, products, and yield Starting materials: COC1=C(C=CC=C1)C=1C(NC(=NC1)C1=CC=CC=C1)=O (5-(2-Methoxyphenyl)-2-phenyl-3H-pyrimidin-4-one), CI (methyl iodide), C([O-])([O-])=O.[K+].[K+] (potassium carbonate). Reagents/catalysts: [Br-].C(CCC)[N+](CCCC)(CCCC)CCCC (tetrabutylammonium bromide). The solvent is C1(=CC=CC=C1)C (toluene), O (water). The product is COC1=C(C=CC=C1)C=1C(N(C(=NC1)C1=CC=CC=C1)C)=O (5-(2-Methoxyphenyl)-3-methyl-2-phenyl-pyrimidin-4-one), solid. As a reaction SMILES: [CH3:1][O:2][C:3]1[CH:8]=[CH:7][CH:6]=[CH:5][C:4]=1[C:9]1[C:10](=[O:21])[NH:11][C:12]([C:15]2[CH:20]=[CH:19][CH:18]=[CH:17][CH:16]=2)=[N:13][CH:14]=1.CI.[C:24](=O)([O-])[O-].[K+].[K+]>[Br-].C([N+](CCCC)(CCCC)CCCC)CCC.C1(C)C=CC=CC=1.O>[CH3:1][O:2][C:3]1[CH:8]=[CH:7][CH:6]=[CH:5][C:4]=1[C:9]1[C:10](=[O:21])[N:11]([CH3:24])[C:12]([C:15]2[CH:20]=[CH:19][CH:18]=[CH:17][CH:16]=2)=[N:13][CH:14]=1 |f:2.3.4,5.6|. Procedure: A mixture of 5-(2-methoxyphenyl)-2-phenyl-3H-pyrimidin-4-one (0.4 g, example 9), methyl iodide (0.134 ml), potassium carbonate (0.398 g) and tetrabutylammonium bromide (0.048 g) in toluene (60 ml) and water (10 ml) was refluxed for 2 hours and then evaporated. The residue was taken up in diethyl ether and insolubles were filtered off. The ether solution was evaporated, and the residue was purified by flash chromatography on silica gel (eluent: n-hexane/ethyl acetate 6:4), to give the title compo...